Task: describe an organic reaction: reactants, conditions, products, and yield. Dataset: the Open Reaction Database (ORD), a public repository of structured organic reaction records Starting materials: C1(CC1)N1C=C(C(C2=CC(=C(C(=C12)F)F)F)=O)C(=O)OCC (ethyl 1-cyclopropyl-1,4-dihydro-4-oxo-6,7,8-trifluoroquinoline-3-carboxylate), N1[C@H](CO)CCC1 (L-prolinol). Run in CN1CCCC1 (N-methylpyrrolidine). The product is C1(CC1)N1C=C(C(C2=CC(=C(C(=C12)F)N1[C@@H](CCC1)CO)F)=O)C(=O)O (1-cyclopropyl-6,8-difluoro-1,4-dihydro-7-[(S)-2-hydroxymethyl-1-pyrrolidinyl]-4-oxoquinoline-3-carboxylic acid). Reaction SMILES: [CH:1]1([N:4]2[C:13]3[C:8](=[CH:9][C:10]([F:16])=[C:11](F)[C:12]=3[F:14])[C:7](=[O:17])[C:6]([C:18]([O:20]CC)=[O:19])=[CH:5]2)[CH2:3][CH2:2]1.[NH:23]1[CH2:29][CH2:28][CH2:27][C@H:24]1[CH2:25][OH:26]>CN1CCCC1>[CH:1]1([N:4]2[C:13]3[C:8](=[CH:9][C:10]([F:16])=[C:11]([N:23]4[CH2:29][CH2:28][CH2:27][C@H:24]4[CH2:25][OH:26])[C:12]=3[F:14])[C:7](=[O:17])[C:6]([C:18]([OH:20])=[O:19])=[CH:5]2)[CH2:2][CH2:3]1. Reported procedure: A solution of 3.1 g (0.01 mmol) of ethyl 1-cyclopropyl-1,4-dihydro-4-oxo-6,7,8-trifluoroquinoline-3-carboxylate and 3.03 g (0.03 mmol) of L-prolinol in 15 ml of N-methylpyrrolidine was stirred at 80° C. for 2.5 hours. The solvent was removed by distillation under reduced pressure and the oily residue was recrystallized from ethyl acetate/ether. The resulting ester was saponified analogously to Example 1A. There was obtained 1-cyclopropyl-6,8-difluoro-1,4-dihydro-7-[(S)-2-hydroxymethyl-1-pyrrolid... The reactants are C1CC1, Cc1c(Nc2ccc(I)cc2F)c(N)c2n(c1=O)CCO2, O=S(=O)(Cl)Cl, c1ccncc1. Product: Cc1c(Nc2ccc(I)cc2F)c(NS(=O)(=O)C2CC2)c2n(c1=O)CCO2. RXN SMILES: [CH2:6]1[CH2:7][CH2:8]1.[NH2:9][c:10]1[c:11]2[n:12]([c:13](=[O:26])[c:14]([CH3:25])[c:15]1[NH:16][c:17]1[c:18]([F:24])[cH:19][c:20]([I:23])[cH:21][cH:22]1)[CH2:27][CH2:28][O:29]2.[S:1](=[O:2])(=[O:3])([Cl:4])[Cl:5].[cH:30]1[cH:31][cH:32][n:33][cH:34][cH:35]1>>[S:1](=[O:2])(=[O:3])([CH:6]1[CH2:7][CH2:8]1)[NH:9][c:10]1[c:11]2[n:12]([c:13](=[O:26])[c:14]([CH3:25])[c:15]1[NH:16][c:17]1[c:18]([F:24])[cH:19][c:20]([I:23])[cH:21][cH:22]1)[CH2:27][CH2:28][O:29]2. The reactants are OC[C@H](CC(C)C)NC(OC(C)(C)C)=O ((S)-tert-butyl (1-hydroxy-4-methylpentan-2-yl)carbamate), ClC=1C=CC2=C(C1OC)OCC1=CN=C(C=C12)NC(C)=O (N-(8-chloro-7-methoxy-5H-chromeno[3,4-c]pyridin-2-yl)acetamide). Yields the product C(C)(=O)NC=1C=C2C(=CN1)COC=1C(=C(C=CC12)OC[C@H](CC(C)C)NC(OC(C)(C)C)=O)OC ((S)-tert-butyl (1-((2-acetamido-7-methoxy-5H-chromeno[3,4-c]pyridin-8-yl)oxy)-4-methylpentan-2-yl)carbamate). Isolated yield 60.0%. As a reaction SMILES: [OH:1][CH2:2][C@@H:3]([NH:8][C:9](=[O:15])[O:10][C:11]([CH3:14])([CH3:13])[CH3:12])[CH2:4][CH:5]([CH3:7])[CH3:6].Cl[C:17]1[CH:18]=[CH:19][C:20]2[C:32]3[C:27](=[CH:28][N:29]=[C:30]([NH:33][C:34](=[O:36])[CH3:35])[CH:31]=3)[CH2:26][O:25][C:21]=2[C:22]=1[O:23][CH3:24]>>[C:34]([NH:33][C:30]1[CH:31]=[C:32]2[C:20]3[CH:19]=[CH:18][C:17]([O:1][CH2:2][C@@H:3]([NH:8][C:9](=[O:15])[O:10][C:11]([CH3:13])([CH3:12])[CH3:14])[CH2:4][CH:5]([CH3:7])[CH3:6])=[C:22]([O:23][CH3:24])[C:21]=3[O:25][CH2:26][C:27]2=[CH:28][N:29]=1)(=[O:36])[CH3:35]. Procedure details: Prepared as described in Example 18, Part H using (S)-tert-butyl (1-hydroxy-4-methylpentan-2-yl)carbamate and N-(8-chloro-7-methoxy-5H-chromeno[3,4-c]pyridin-2-yl)acetamide to afford (S)-tert-butyl (1-((2-acetamido-7-methoxy-5H-chromeno[3,4-c]pyridin-8-yl)oxy)-4-methylpentan-2-yl)carbamate (112 mg, 0.089 mmol, 60% yield) as a brown oil. LCMS (ESI) m/e 486.2 [(M+H)+, calcd for C26H36N3O6 486.2]; LC/MS retention time (Method F): tR=0.91 min. The reactants are CC=1N=C(SC1)NC(C)=O (N-(4-methylthiazol-2-yl)acetamide), BrBr (bromine), O (water). Solvent: C(C)(=O)O (acetic acid). Reaction conditions: time 2 hour. Product: BrC1=C(N=C(S1)NC(C)=O)C (N-(5-bromo-4-methylthiazol-2-yl) acetamide). Reaction SMILES: [CH3:1][C:2]1[N:3]=[C:4]([NH:7][C:8](=[O:10])[CH3:9])[S:5][CH:6]=1.[Br:11]Br.O>C(O)(=O)C>[Br:11][C:6]1[S:5][C:4]([NH:7][C:8](=[O:10])[CH3:9])=[N:3][C:2]=1[CH3:1]. Procedure details: To N-(4-methylthiazol-2-yl)acetamide (39.48 g) in acetic acid (200 ml) under a water-ice bath was added dropwise bromine (16 ml). After 2 h, water (500 ml) was added. Filtration, washing with water (3×) and drying gave N-(5-bromo-4-methylthiazol-2-yl) acetamide as off-white solid (52.13 g). H1-NMR (300 MHz, d6-DMSO) 12.27 (s, 1 H), 2.22 (s, 3 H), 2.13 (s, 3 H) ppm. Reactants: [C-]#N, [C-]#N, COc1ccc2ccc(OS(=O)(=O)C(F)(F)F)cc2c1, CCOC(C)=O, CN(C)C=O, O, [Pd], [Zn+2], c1ccc(P(c2ccccc2)c2ccccc2)cc1, c1ccc(P(c2ccccc2)c2ccccc2)cc1, c1ccc(P(c2ccccc2)c2ccccc2)cc1, c1ccc(P(c2ccccc2)c2ccccc2)cc1. Product: COc1ccc2ccc(C#N)cc2c1. As a reaction SMILES: [C-:33]#[N:34].[C-:36]#[N:37].[CH3:1][O:2][c:3]1[cH:4][cH:5][c:6]2[cH:7][cH:8][c:9]([O:13][S:14]([C:15]([F:16])([F:17])[F:18])(=[O:19])=[O:20])[cH:10][c:11]2[cH:12]1.[CH3:22][CH2:23][O:24][C:25](=[O:26])[CH3:27].[CH3:28][N:29]([CH3:30])[CH:31]=[O:32].[OH2:21].[Pd:38].[Zn+2:35].[c:39]1([P:40]([c:41]2[cH:42][cH:43][cH:44][cH:45][cH:46]2)[c:47]2[cH:48][cH:49][cH:50][cH:51][cH:52]2)[cH:53][cH:54][cH:55][cH:56][cH:57]1.[c:58]1([P:59]([c:60]2[cH:61][cH:62][cH:63][cH:64][cH:65]2)[c:66]2[cH:67][cH:68][cH:69][cH:70][cH:71]2)[cH:72][cH:73][cH:74][cH:75][cH:76]1.[c:77]1([P:78]([c:79]2[cH:80][cH:81][cH:82][cH:83][cH:84]2)[c:85]2[cH:86][cH:87][cH:88][cH:89][cH:90]2)[cH:91][cH:92][cH:93][cH:94][cH:95]1.[c:96]1([P:97]([c:98]2[cH:99][cH:100][cH:101][cH:102][cH:103]2)[c:104]2[cH:105][cH:106][cH:107][cH:108][cH:109]2)[cH:110][cH:111][cH:112][cH:113][cH:114]1>>[CH3:1][O:2][c:3]1[cH:4][cH:5][c:6]2[cH:7][cH:8][c:9]([C:28]#[N:29])[cH:10][c:11]2[cH:12]1. The reactants are [Al+3].[Cl-].[Cl-].[Cl-] (AlCl3), C(CCC)Cl (n-butyl chloride), [Al+3].[Cl-].[Cl-].[Cl-] (AlCl3), C(CCC)Cl (normal butyl chloride), N#N (N2), C(Cl)Cl (methylene chloride), C(CCC)Cl (n-butyl chloride). Conditions: temperature 15 celsius, time 3 hour. Yields the product C=CCCCCCC (1-octene), 300g, C=CCCCCCCCCCC (1-dodecene). RXN SMILES: C(Cl)Cl.[Al+3].[Cl-].[Cl-].[Cl-].N#N.[CH2:10](Cl)[CH2:11][CH2:12][CH3:13]>>[CH2:13]=[CH:12][CH2:11][CH2:10][CH2:10][CH2:11][CH2:12][CH3:13].[CH2:13]=[CH:12][CH2:11][CH2:10][CH2:10][CH2:11][CH2:12][CH2:13][CH2:10][CH2:11][CH2:12][CH3:13] |f:1.2.3.4|. Procedure details: A two liter reactor is equipped with a stirrer, addition funnel, thermometer, condenser and a cooling bath. A solution of 300 g (2.68 moles) 1-octene, 300g (1.79 moles) 1-dodecene and 3.9 g (0.042 moles) normal butyl chloride was prepared and charged to the addition funnel. To the reactor was charged 300 ml. dry methylene chloride and 12.0 g anhydrous AlCl3. A N2 atmosphere was maintained throughout the polymerization procedure. The stirred AlCl3 slurry was cooled to 15° C., whereupon a dropwise... Starting materials: CC1=C(C(=CC=C1)C)N1C(C=CC2=C1N=C(N=C2C2=C(C=C(C=C2)F)C)S(=O)(=O)C)=O (8-(2,6-dimethyl-phenyl)-4-(4-fluoro-2-methyl-phenyl)-2-methanesulfonyl-8H-pyrido[2,3-d]pyrimidin-7-one), NC(CO)CO (serinol). Product: CC1=C(C(=CC=C1)C)N1C(CCC2=C1N=C(N=C2C2=C(C=C(C=C2)F)C)NC(CO)CO)=O (8-(2,6-Dimethyl-phenyl)-4-(4-fluoro-2-methyl-phenyl)-2-(2-hydroxy-1-hydroxymethyl-ethylamino)-5H-pyrido[2,3-d]pyrimidin-7-one), CC1=C(C(=CC=C1)C)N1C(C=CC2=C1N=C(N=C2C2=C(C=C(C=C2)F)C)NC(CO)CO)=O (8-(2,6-dimethyl-phenyl)-4-(4-fluoro-2-methyl-phenyl)-2-(2-hydroxy-1-hydroxymethyl-ethylamino)-8H-pyrido[2,3-d]pyrimidin-7-one). Reaction SMILES: [CH3:1][C:2]1[CH:7]=[CH:6][CH:5]=[C:4]([CH3:8])[C:3]=1[N:9]1[C:14]2[N:15]=[C:16](S(C)(=O)=O)[N:17]=[C:18]([C:19]3[CH:24]=[CH:23][C:22]([F:25])=[CH:21][C:20]=3[CH3:26])[C:13]=2[CH:12]=[CH:11][C:10]1=[O:31].[NH2:32][CH:33]([CH2:36][OH:37])[CH2:34][OH:35]>>[CH3:1][C:2]1[CH:7]=[CH:6][CH:5]=[C:4]([CH3:8])[C:3]=1[N:9]1[C:14]2[N:15]=[C:16]([NH:32][CH:33]([CH2:36][OH:37])[CH2:34][OH:35])[N:17]=[C:18]([C:19]3[CH:24]=[CH:23][C:22]([F:25])=[CH:21][C:20]=3[CH3:26])[C:13]=2[CH2:12][CH2:11][C:10]1=[O:31].[CH3:1][C:2]1[CH:7]=[CH:6][CH:5]=[C:4]([CH3:8])[C:3]=1[N:9]1[C:14]2[N:15]=[C:16]([NH:32][CH:33]([CH2:36][OH:37])[CH2:34][OH:35])[N:17]=[C:18]([C:19]3[CH:24]=[CH:23][C:22]([F:25])=[CH:21][C:20]=3[CH3:26])[C:13]=2[CH:12]=[CH:11][C:10]1=[O:31]. Procedure: The product of Example 122, and serinol were reacted by the procedure of Example 60 to afford the title compound 8-(2,6-dimethyl-phenyl)-4-(4-fluoro-2-methyl-phenyl)-2-(2-hydroxy-1-hydroxymethyl-ethylamino)-8H-pyrido[2,3-d]pyrimidin-7-one. 1H-NMR (CDCl3): δ 1.91 (s, 6H), 2.14 (s, 3H), 3.45 (br s, 4H), 3.93 (br s, 1H), 6.20 (br s, 1H), 6.31 (d, 1H, J=9.7 Hz), 6.93 (m, 2H), 7.11 (m, 5H). LC MS (m/e)=449.0 (MH+). Rt=1.62 min.